From a dataset of the Open Reaction Database (ORD), a public repository of structured organic reaction records. describe an organic reaction: reactants, conditions, products, and yield Starting materials: ClCCl, CN(C)c1ccncc1, C(=NC1CCCCC1)=NC1CCCCC1, COc1ccc(C2CCC(C(=O)O)N2C(=O)CCS)cc1OC. Product: COc1ccc(C2CCC3C(=O)SCCC(=O)N32)cc1OC. RXN SMILES: [CH2:39]([Cl:40])[Cl:41].[CH3:42][N:43]([CH3:44])[c:45]1[cH:46][cH:47][n:48][cH:49][cH:50]1.[CH:24]1([N:25]=[C:26]=[N:27][CH:28]2[CH2:29][CH2:30][CH2:31][CH2:32][CH2:33]2)[CH2:34][CH2:35][CH2:36][CH2:37][CH2:38]1.[SH:1][CH2:2][CH2:3][C:4](=[O:5])[N:6]1[CH:7]([C:8](=[O:9])[OH:10])[CH2:11][CH2:12][CH:13]1[c:14]1[cH:15][c:16]([O:22][CH3:23])[c:17]([O:20][CH3:21])[cH:18][cH:19]1>>[S:1]1[CH2:2][CH2:3][C:4](=[O:5])[N:6]2[CH:7]([C:8]1=[O:9])[CH2:11][CH2:12][CH:13]2[c:14]1[cH:15][c:16]([O:22][CH3:23])[c:17]([O:20][CH3:21])[cH:18][cH:19]1.